Dataset: the Open Reaction Database (ORD), a public repository of structured organic reaction records. Task: describe an organic reaction: reactants, conditions, products, and yield Reactants: Cc1cc(Br)ncc1C(Sc1cc(F)cc(F)c1)c1cc(F)ccc1F, [Li]CCCC, CCCCCC, CN(C)C=O, Cc1ccccc1, CCOC(C)=O, O. Product: Cc1cc(C=O)ncc1C(Sc1cc(F)cc(F)c1)c1cc(F)ccc1F. Reaction SMILES: [Br:1][c:2]1[n:3][cH:4][c:5]([CH:9]([S:10][c:11]2[cH:12][c:13]([F:18])[cH:14][c:15]([F:17])[cH:16]2)[c:19]2[c:20]([F:26])[cH:21][cH:22][c:23]([F:25])[cH:24]2)[c:6]([CH3:8])[cH:7]1.[CH2:33]([Li:34])[CH2:35][CH2:36][CH3:37].[CH3:27][CH2:28][CH2:29][CH2:30][CH2:31][CH3:32].[CH3:38][N:39]([CH:40]=[O:41])[CH3:42].[CH3:43][c:44]1[cH:45][cH:46][cH:47][cH:48][cH:49]1.[CH3:50][CH2:51][O:52][C:53](=[O:54])[CH3:55].[OH2:56]>>[c:2]1([CH:40]=[O:41])[n:3][cH:4][c:5]([CH:9]([S:10][c:11]2[cH:12][c:13]([F:18])[cH:14][c:15]([F:17])[cH:16]2)[c:19]2[c:20]([F:26])[cH:21][cH:22][c:23]([F:25])[cH:24]2)[c:6]([CH3:8])[cH:7]1. Starting materials: BrC1=NNC2=CC=C(C=C12)NC(CC(C)=O)=O (N-(3-Bromo-1H-indazol-5-yl)-3-oxobutanamide), [O-]S(=O)(=O)C(F)(F)F.[Yb+3].[O-]S(=O)(=O)C(F)(F)F.[O-]S(=O)(=O)C(F)(F)F (Ytterbium triflate), FC1=CC=C(C=O)C=C1 (4-fluorobenzaldehyde), NC(=O)N (urea). Solvent: CC#N (CH3CN). Conditions: temperature 100 celsius. Yields the product BrC1=NNC2=CC=C(C=C12)NC(=O)C=1C(NC(NC1C)=O)C1=CC=C(C=C1)F (N-(3-bromo-1H-indazol-5-yl)-4-(4-fluorophenyl)-6-methyl-2-oxo-1,2,3,4-tetrahydro-5-pyrimidinecarboxamide). Isolated yield 8.1%. Reaction SMILES: [Br:1][C:2]1[C:10]2[C:5](=[CH:6][CH:7]=[C:8]([NH:11][C:12](=[O:17])[CH2:13][C:14](=O)[CH3:15])[CH:9]=2)[NH:4][N:3]=1.[F:18][C:19]1[CH:26]=[CH:25][C:22]([CH:23]=O)=[CH:21][CH:20]=1.[NH2:27][C:28]([NH2:30])=[O:29].[O-]S(C(F)(F)F)(=O)=O.[Yb+3].[O-]S(C(F)(F)F)(=O)=O.[O-]S(C(F)(F)F)(=O)=O>CC#N>[Br:1][C:2]1[C:10]2[C:5](=[CH:6][CH:7]=[C:8]([NH:11][C:12]([C:13]3[CH:23]([C:22]4[CH:25]=[CH:26][C:19]([F:18])=[CH:20][CH:21]=4)[NH:27][C:28](=[O:29])[NH:30][C:14]=3[CH3:15])=[O:17])[CH:9]=2)[NH:4][N:3]=1 |f:3.4.5.6|. Reported procedure: The product of Step (c) (330 mg, 1.11 mmol, 1 equiv), 4-fluorobenzaldehyde (120 uL, 1.13 mmol, 1.00 equiv), urea (100 mg, 1.67 mmol, 1.67 equiv), and Ytterbium triflate (70 mg, 0.12 mmol, 0.10 equiv) were combined in CH3CN (6 mL). The reaction vessel was sealed and heated to 100° C. for 18 hours. The reaction was cooled to room temperature and the precipitate was collected by filtration. The solid was washed with Et2O/CH3CN several times, then purified by preparative LC-MS to afford 40 mg (8%) o... Yields the product CC(C)(C)OC(=O)N1CC2CC1CN2c1ccc(Cl)cn1. Reactants: CC(C)(C)OC(=O)N1CC2CC1CN2, Clc1ccc(Cl)nc1. As a reaction SMILES: [CH:1]12[N:2]([C:8](=[O:9])[O:10][C:11]([CH3:12])([CH3:13])[CH3:14])[CH2:3][CH:4]([NH:5][CH2:6]1)[CH2:7]2.[Cl:15][c:16]1[n:17][cH:18][c:19]([Cl:22])[cH:20][cH:21]1>>[CH:1]12[N:2]([C:8](=[O:9])[O:10][C:11]([CH3:12])([CH3:13])[CH3:14])[CH2:3][CH:4]([N:5]([c:16]3[n:17][cH:18][c:19]([Cl:22])[cH:20][cH:21]3)[CH2:6]1)[CH2:7]2. As a reaction SMILES: [C:1]([Si:2]([CH3:3])([CH3:4])[O:6][CH2:7][CH:8]1[CH2:9][C:10]([c:13]2[cH:14][cH:15][c:16](-[c:19]3[cH:20][cH:21][c:22]([N:25]4[C:26](=[O:35])[O:27][CH:28]([CH2:30][NH:31][C:32]([CH3:33])=[O:34])[CH2:29]4)[cH:23][cH:24]3)[cH:17][cH:18]2)=[N:11][O:12]1)([CH3:5])([CH3:36])[CH3:37].[CH3:39][CH2:40][CH2:41][CH2:42][N+:43]([CH2:44][CH2:45][CH2:46][CH3:47])([CH2:48][CH2:49][CH2:50][CH3:51])[CH2:52][CH2:53][CH2:54][CH3:55].[F-:38].[O:57]1[CH2:58][CH2:59][CH2:60][CH2:61]1.[OH2:56]>>[OH:6][CH2:7][CH:8]1[CH2:9][C:10]([c:13]2[cH:14][cH:15][c:16](-[c:19]3[cH:20][cH:21][c:22]([N:25]4[C:26](=[O:35])[O:27][CH:28]([CH2:30][NH:31][C:32]([CH3:33])=[O:34])[CH2:29]4)[cH:23][cH:24]3)[cH:17][cH:18]2)=[N:11][O:12]1. Yields the product CC(=O)NCC1CN(c2ccc(-c3ccc(C4=NOC(CO)C4)cc3)cc2)C(=O)O1. Reactants: CC(=O)NCC1CN(c2ccc(-c3ccc(C4=NOC(CO[Si](C)(C)C(C)(C)C)C4)cc3)cc2)C(=O)O1, CCCC[N+](CCCC)(CCCC)CCCC, [F-], C1CCOC1, O.